From a dataset of the Open Reaction Database (ORD), a public repository of structured organic reaction records. describe an organic reaction: reactants, conditions, products, and yield Starting materials: O=C([O-])O, C1CCOC1, [Cl-], CC(C)(C)OC(=O)Nc1ccc(F)cc1Nc1ncc([N+](=O)[O-])c(NC2CCC(O)CC2)n1, [Na+], [Na+]. Yields the product CC(C)(C)OC(=O)Nc1ccc(F)cc1Nc1ncc(N)c(NC2CCC(O)CC2)n1. As a reaction SMILES: [C:34](=[O:35])([OH:36])[O-:37].[CH2:41]1[O:42][CH2:43][CH2:44][CH2:45]1.[Cl-:40].[F:1][c:2]1[cH:3][c:4]([NH:16][c:17]2[n:18][cH:19][c:20]([N+:31]([O-:32])=[O:33])[c:21]([NH:23][CH:24]3[CH2:25][CH2:26][CH:27]([OH:30])[CH2:28][CH2:29]3)[n:22]2)[c:5]([NH:8][C:9]([O:10][C:11]([CH3:12])([CH3:13])[CH3:14])=[O:15])[cH:6][cH:7]1.[Na+:38].[Na+:39]>>[F:1][c:2]1[cH:3][c:4]([NH:16][c:17]2[n:18][cH:19][c:20]([NH2:31])[c:21]([NH:23][CH:24]3[CH2:25][CH2:26][CH:27]([OH:30])[CH2:28][CH2:29]3)[n:22]2)[c:5]([NH:8][C:9]([O:10][C:11]([CH3:12])([CH3:13])[CH3:14])=[O:15])[cH:6][cH:7]1. Starting materials: [K+], NN, [OH-], O, O=C(c1ccccc1O)c1cccc2[nH]ccc12, OCCOCCO. RXN SMILES: [K+:23].[NH2:20][NH2:21].[OH-:22].[OH2:19].[OH:1][c:2]1[c:3]([C:8](=[O:9])[c:10]2[c:11]3[cH:12][cH:13][nH:14][c:15]3[cH:16][cH:17][cH:18]2)[cH:4][cH:5][cH:6][cH:7]1.[OH:24][CH2:25][CH2:26][O:27][CH2:28][CH2:29][OH:30]>>[OH:1][c:2]1[c:3]([CH2:8][c:10]2[c:11]3[cH:12][cH:13][nH:14][c:15]3[cH:16][cH:17][cH:18]2)[cH:4][cH:5][cH:6][cH:7]1. Yields the product Oc1ccccc1Cc1cccc2[nH]ccc12. Starting materials: [H][H] (hydrogen), C(#N)C=1C(=NC(=CC1C)C)N(C(OC)=O)CCN(C)C (methyl N-(3-cyano-4,6-dimethyl-2-pyridyl)-N-(2-dimethylaminoethyl)carbamate), C([O-])([O-])=O.[Na+].[Na+] (sodium carbonate). The reagents and catalysts are [Pt]=O (platinum oxide). The solvent is CC(=O)OCC1=C2C=CC=CC2=C(C3=CC=CC=C31)COC(=O)C (acetic), O (water). Product: CN(CCN1C(NCC2=C1N=C(C=C2C)C)=O)C (1-(2-Dimethylaminoethyl)-5,7-dimethyl-1,2,3,4-tetrahydropyrido[2,3-d]pyrimidin-2-one). The yield is 95.0%. Reaction SMILES: [C:1]([C:3]1[C:4]([N:11]([CH2:16][CH2:17][N:18]([CH3:20])[CH3:19])[C:12](=O)[O:13]C)=[N:5][C:6]([CH3:10])=[CH:7][C:8]=1[CH3:9])#[N:2].[H][H].C(=O)([O-])[O-].[Na+].[Na+]>CC(OCC1C2C(=CC=CC=2)C(COC(C)=O)=C2C=1C=CC=C2)=O.[Pt]=O.O>[CH3:19][N:18]([CH3:20])[CH2:17][CH2:16][N:11]1[C:4]2[N:5]=[C:6]([CH3:10])[CH:7]=[C:8]([CH3:9])[C:3]=2[CH2:1][NH:2][C:12]1=[O:13] |f:2.3.4|. Reported procedure: A solution of methyl N-(3-cyano-4,6-dimethyl-2-pyridyl)-N-(2-dimethylaminoethyl)carbamate (14.8 g, 53 mmol) in glacial acetic (200 ml) containing platinum oxide catalyst (1.1 g) is hydrogenated in a Parr apparatus until two equivalents of hydrogen are taken up (20 hours). The catalyst is removed by filtration and the solvent evaporated to give a residue which is dissolved in water, made basic with sodium carbonate, and the crude product extracted into methylene chloride. This dried solution is e... The reactants are C#CCBr, [H-], [Na+], C1CCOC1, O, CCOC(=O)c1cc(C(C)(C)O)on1. Product: C#CCOC(C)(C)c1cc(C(=O)OCC)no1. As a reaction SMILES: [Br:17][CH2:18][C:19]#[CH:20].[H-:15].[Na+:16].[O:22]1[CH2:23][CH2:24][CH2:25][CH2:26]1.[OH2:21].[OH:1][C:2]([CH3:3])([CH3:4])[c:5]1[cH:6][c:7]([C:10](=[O:11])[O:12][CH2:13][CH3:14])[n:8][o:9]1>>[O:1]([C:2]([CH3:3])([CH3:4])[c:5]1[cH:6][c:7]([C:10](=[O:11])[O:12][CH2:13][CH3:14])[n:8][o:9]1)[CH2:20][C:19]#[CH:18]. The reactants are CCCC[Sn](CCCC)(CCCC)c1ccncc1, Cc1ccccc1, CCOCC, [F-], Fc1ccc(-c2nn3ccccc3c2Br)cc1, [K+], c1ccc(P(c2ccccc2)(c2ccccc2)[Pd](P(c2ccccc2)(c2ccccc2)c2ccccc2)(P(c2ccccc2)(c2ccccc2)c2ccccc2)P(c2ccccc2)(c2ccccc2)c2ccccc2)cc1. The product is Fc1ccc(-c2nn3ccccc3c2-c2ccncc2)cc1. As a reaction SMILES: [CH2:18]([Sn:19]([CH2:20][CH2:21][CH2:22][CH3:29])([c:23]1[cH:24][cH:25][n:26][cH:27][cH:28]1)[CH2:30][CH2:31][CH2:32][CH3:33])[CH2:34][CH2:35][CH3:36].[CH3:39][c:40]1[cH:41][cH:42][cH:43][cH:44][cH:45]1.[CH3:46][CH2:47][O:48][CH2:49][CH3:50].[F-:37].[F:1][c:2]1[cH:3][cH:4][c:5](-[c:8]2[n:9][n:10]3[c:11]([cH:12][cH:13][cH:14][cH:15]3)[c:16]2[Br:17])[cH:6][cH:7]1.[K+:38].[cH:51]1[cH:52][cH:53][c:54]([P:55]([Pd:56]([P:57]([c:58]2[cH:59][cH:60][cH:61][cH:62][cH:63]2)([c:64]2[cH:65][cH:66][cH:67][cH:68][cH:69]2)[c:70]2[cH:71][cH:72][cH:73][cH:74][cH:75]2)([P:76]([c:77]2[cH:78][cH:79][cH:80][cH:81][cH:82]2)([c:83]2[cH:84][cH:85][cH:86][cH:87][cH:88]2)[c:89]2[cH:90][cH:91][cH:92][cH:93][cH:94]2)[P:95]([c:96]2[cH:97][cH:98][cH:99][cH:100][cH:101]2)([c:102]2[cH:103][cH:104][cH:105][cH:106][cH:107]2)[c:108]2[cH:109][cH:110][cH:111][cH:112][cH:113]2)([c:114]2[cH:115][cH:116][cH:117][cH:118][cH:119]2)[c:120]2[cH:121][cH:122][cH:123][cH:124][cH:125]2)[cH:126][cH:127]1>>[F:1][c:2]1[cH:3][cH:4][c:5](-[c:8]2[n:9][n:10]3[c:11]([cH:12][cH:13][cH:14][cH:15]3)[c:16]2-[c:23]2[cH:24][cH:25][n:26][cH:27][cH:28]2)[cH:6][cH:7]1. Reactants: C([O-])([O-])=O.[K+].[K+] (potassium carbonate), ClC1=CC(=C(C=C1)O)C#N (4-chloro-2-cyanophenol), BrC(C(=O)C1=CC=CC=C1)OCC1=CC=CC=C1 (ω-bromo-2-benzyloxy-acetophenone). Run in CN(C)C=O (DMF). Conditions: time 20 hour. Yields the product C(#N)C1=C(OC(C(=O)C2=CC=CC=C2)OCC2=CC=CC=C2)C=CC(=C1)Cl (ω-(2-Cyano-4-chlorophenoxy)-2-benzyloxy-acetophenone). Reaction SMILES: C(=O)([O-])[O-].[K+].[K+].[Cl:7][C:8]1[CH:13]=[CH:12][C:11]([OH:14])=[C:10]([C:15]#[N:16])[CH:9]=1.Br[CH:18]([O:27][CH2:28][C:29]1[CH:34]=[CH:33][CH:32]=[CH:31][CH:30]=1)[C:19]([C:21]1[CH:26]=[CH:25][CH:24]=[CH:23][CH:22]=1)=[O:20]>CN(C=O)C>[C:15]([C:10]1[CH:9]=[C:8]([Cl:7])[CH:13]=[CH:12][C:11]=1[O:14][CH:18]([O:27][CH2:28][C:29]1[CH:34]=[CH:33][CH:32]=[CH:31][CH:30]=1)[C:19]([C:21]1[CH:26]=[CH:25][CH:24]=[CH:23][CH:22]=1)=[O:20])#[N:16] |f:0.1.2|. Reported procedure: A suspension of potassium carbonate (0.06 g, 4.0 mmol), 4-chloro-2-cyanophenol (0.25 g, 1.6 mmol) and ω-bromo-2-benzyloxy-acetophenone (0.49 g, 1.6 mmol) in dry DMF (10 ml) is stirred at room temperature for 20 h. After evaporating the solvent under reduced pressure the residue is taken up in ethyl acetate. The solution is washed with water, dried over sodium sulfate and evaporated under reduced pressure. The residue is purified by silical gel column chromatography to yield the title compound. Reactants: C1=CCCCC1, COc1ccc([N+](=O)[O-])c(N2CCN(C)CC2)n1, CCO. The product is COc1ccc(N)c(N2CCN(C)CC2)n1. Reaction SMILES: [CH2:19]1[CH2:20][CH:21]=[CH:22][CH2:23][CH2:24]1.[CH3:1][O:2][c:3]1[cH:4][cH:5][c:6]([N+:16]([O-:17])=[O:18])[c:7]([N:9]2[CH2:10][CH2:11][N:12]([CH3:15])[CH2:13][CH2:14]2)[n:8]1.[CH3:25][CH2:26][OH:27]>>[CH3:1][O:2][c:3]1[cH:4][cH:5][c:6]([NH2:16])[c:7]([N:9]2[CH2:10][CH2:11][N:12]([CH3:15])[CH2:13][CH2:14]2)[n:8]1. Starting materials: OCC=1N=C(SC1)N1C(OCC1)=O (3-(4-hydroxymethylthiazole-2-yl)oxazolidin-2-one). Reagents/catalysts: O=[Mn]=O (MnO2). Run in C(Cl)(Cl)Cl (chloroform), CO (methanol). Yields the product O=C1OCCN1C=1SC=C(N1)C=O (2-(2-oxooxazolidin-3-yl)thiazole-4-carbaldehyde). Reaction SMILES: [OH:1][CH2:2][C:3]1[N:4]=[C:5]([N:8]2[CH2:12][CH2:11][O:10][C:9]2=[O:13])[S:6][CH:7]=1>C(Cl)(Cl)Cl.CO.O=[Mn]=O>[O:13]=[C:9]1[N:8]([C:5]2[S:6][CH:7]=[C:3]([CH:2]=[O:1])[N:4]=2)[CH2:12][CH2:11][O:10]1. Procedure: MnO2 (7.2 g; 83.6 mmol) was added to a solution of 3-(4-hydroxymethylthiazole-2-yl)oxazolidin-2-one (0.56 g; 2.8 mmol), prepared as described in the above step, in chloroform (60 ml) and methanol (6 ml).